Dataset: the Open Reaction Database (ORD), a public repository of structured organic reaction records. Task: describe an organic reaction: reactants, conditions, products, and yield The yield is 76.2%. Product: C(#N)C1=C(C=CC=C1)C1=CC=C(C=C1)C (2-Cyano-4′-methylbiphenyl). Reported procedure: A mixture of 4′-methyl-2-biphenylcarbaldehyde (2.0 g) and hydroxyamine hydrochloride (1.0 g) in pyridine (10 ml) was stirred at room temperature for 15 min., followed by addition of acetic anhydride (4.1 g). The reaction mixture was stirred at 90-100° C. for 1 hr. and concentrated to dryness. After addition of water to the residue, the precipitated crystals were collected by filtration. Recrystallization from hexane gave colorless needles (1.5 g, 79%). Starting materials: CC1=CC=C(C=C1)C=1C(=CC=CC1)C=O (4′-methyl-2-biphenylcarbaldehyde), Cl.ON (hydroxyamine hydrochloride), C(C)(=O)OC(C)=O (acetic anhydride). RXN SMILES: [CH3:1][C:2]1[CH:7]=[CH:6][C:5]([C:8]2[C:9]([CH:14]=O)=[CH:10][CH:11]=[CH:12][CH:13]=2)=[CH:4][CH:3]=1.Cl.O[NH2:18].C(OC(=O)C)(=O)C>N1C=CC=CC=1>[C:14]([C:9]1[CH:10]=[CH:11][CH:12]=[CH:13][C:8]=1[C:5]1[CH:6]=[CH:7][C:2]([CH3:1])=[CH:3][CH:4]=1)#[N:18] |f:1.2|. Reaction conditions: time 15 minute. Run in N1=CC=CC=C1 (pyridine). The reactants are O (water), P(=O)(Cl)(Cl)Cl (Phosphorus oxychloride), ClC(C(CC(CC(=O)OC)(C)C)O)(C(F)(F)F)Cl (methyl 6,6-dichloro-3,3-dimethyl-5-hydroxy-7,7,7-trifluoroheptanoate), resultant mixture. The solvent is N1=CC(=CC(=C1)C)C (3,5-lutidine). Reaction conditions: temperature 0 celsius. Yields the product ClC(C=CC(CC(=O)OC)(C)C)(C(F)(F)F)Cl (methyl 6,6-dichloro-3,3-dimethyl-7,7,7-trifluorohept-4-enoate). Isolated yield 55.3%. Reaction SMILES: P(Cl)(Cl)(Cl)=O.[Cl:6][C:7]([Cl:23])([C:19]([F:22])([F:21])[F:20])[CH:8](O)[CH2:9][C:10]([CH3:17])([CH3:16])[CH2:11][C:12]([O:14][CH3:15])=[O:13].O>N1C=C(C)C=C(C)C=1>[Cl:6][C:7]([Cl:23])([C:19]([F:20])([F:21])[F:22])[CH:8]=[CH:9][C:10]([CH3:16])([CH3:17])[CH2:11][C:12]([O:14][CH3:15])=[O:13]. Procedure: Phosphorus oxychloride (10 cm3) was added dropwise to a stirred solution of methyl 6,6-dichloro-3,3-dimethyl-5-hydroxy-7,7,7-trifluoroheptanoate (5.49 g) in 3,5-lutidine (50 cm3) maintained at 0° C. The resultant mixture was heated at 100° C. for 30 minutes, and then cooled to the ambient temperature under a nitrogen atmosphere, and poured into a stirred mixture of ice and water (300 cm3). The mixture was extracted with ethyl acetate (2×150 cm3), diethyl ether (3×150 cm3) and finally with ethyl ... Reactants: NC1=C(C(=O)OCC)C=CC(=C1)OCC1=CC=CC=C1 (ethyl 2-amino-4-(phenylmethoxy)benzoate), C(OCC)(=O)Cl (ethyl carbonochloridate). The solvent is CC1=C(C=CC=C1)C (dimethylbenzene). Reaction conditions: time 6 hour. Product: C(C)OC(=O)NC1=C(C(=O)OCC)C=CC(=C1)OCC1=CC=CC=C1 (ethyl 2-[(ethoxycarbonyl)-amino]-4-(phenylmethoxy)benzoate). Yield: 71.0%. Reaction SMILES: [NH2:1][C:2]1[CH:12]=[C:11]([O:13][CH2:14][C:15]2[CH:20]=[CH:19][CH:18]=[CH:17][CH:16]=2)[CH:10]=[CH:9][C:3]=1[C:4]([O:6][CH2:7][CH3:8])=[O:5].[C:21](Cl)(=[O:25])[O:22][CH2:23][CH3:24]>CC1C=CC=CC=1C>[CH2:23]([O:22][C:21]([NH:1][C:2]1[CH:12]=[C:11]([O:13][CH2:14][C:15]2[CH:20]=[CH:19][CH:18]=[CH:17][CH:16]=2)[CH:10]=[CH:9][C:3]=1[C:4]([O:6][CH2:7][CH3:8])=[O:5])=[O:25])[CH3:24]. Procedure: To a stirred mixture of 7 parts of ethyl 2-amino-4-(phenylmethoxy)benzoate and 45 parts of dimethylbenzene were added dropwise 3.25 parts of ethyl carbonochloridate. Upon completion, stirring was continued for 6 hours at reflux temperature. The reaction mixture was cooled and the solvent was evaporated. The residue was crystallized from 2,2'-oxybispropane. The product was filtered off and dried, yielding 6.1 parts (71%) of ethyl 2-[(ethoxycarbonyl)-amino]-4-(phenylmethoxy)benzoate (15). Procedure: 2.7 g (11 mmol) N-[4-(4-nitrophenyl)-1H-imidazole-2-yl]acetamide was taken up in 30 mL EtOH, combined with 50 mL 50% hydrochloric acid, and stirred for 3 hr under reflux. The batch was made alkaline with 6 M NaOH and extracted with ethyl acetate. The organic phase was dried (MgSO4) [and] concentrated. The residue (0.9 g) was further used without purification. Reactants: [N+](=O)([O-])C1=CC=C(C=C1)C=1N=C(NC1)NC(C)=O (N-[4-(4-nitrophenyl)-1H-imidazole-2-yl]acetamide), Cl (hydrochloric acid), [OH-].[Na+] (NaOH). Yields the product [N+](=O)([O-])C1=CC=C(C=C1)C=1N=C(NC1)N (4-(4-Nitrophenyl)-1H-imidazole-2-ylamine). Solvent: CCO (EtOH). Conditions: time 3 hour. As a reaction SMILES: [N+:1]([C:4]1[CH:9]=[CH:8][C:7]([C:10]2[N:11]=[C:12]([NH:15]C(=O)C)[NH:13][CH:14]=2)=[CH:6][CH:5]=1)([O-:3])=[O:2].Cl.[OH-].[Na+]>CCO>[N+:1]([C:4]1[CH:5]=[CH:6][C:7]([C:10]2[N:11]=[C:12]([NH2:15])[NH:13][CH:14]=2)=[CH:8][CH:9]=1)([O-:3])=[O:2] |f:2.3|. Starting materials: CC(C)(C)c1cccc(NC(=O)c2ccc(N3CCNCC3)cc2)c1, CC1(C)CC(=O)OC1=O. Yields the product CC(C)(CC(=O)N1CCN(c2ccc(C(=O)Nc3cccc(C(C)(C)C)c3)cc2)CC1)C(=O)O. Reaction SMILES: [C:10]([CH3:11])([CH3:12])([CH3:13])[c:14]1[cH:15][c:16]([NH:20][C:21]([c:22]2[cH:23][cH:24][c:25]([N:28]3[CH2:29][CH2:30][NH:31][CH2:32][CH2:33]3)[cH:26][cH:27]2)=[O:34])[cH:17][cH:18][cH:19]1.[CH3:1][C:2]1([CH3:9])[C:3](=[O:4])[O:5][C:6](=[O:8])[CH2:7]1>>[CH3:1][C:2]([C:3](=[O:4])[OH:5])([CH2:7][C:6](=[O:8])[N:31]1[CH2:30][CH2:29][N:28]([c:25]2[cH:24][cH:23][c:22]([C:21]([NH:20][c:16]3[cH:15][c:14]([C:10]([CH3:11])([CH3:12])[CH3:13])[cH:19][cH:18][cH:17]3)=[O:34])[cH:27][cH:26]2)[CH2:33][CH2:32]1)[CH3:9].